From a dataset of the Open Reaction Database (ORD), a public repository of structured organic reaction records. describe an organic reaction: reactants, conditions, products, and yield Starting materials: COC(=O)C=1C(=C2C=C(C(N(C2=C(N1)Br)C)=O)C1=CC=CC=C1)O (8-bromo-5-hydroxy-1-methyl-2-oxo-3-phenyl-1,2-dihydro-[1,7]naphthyridine-6-carboxylic acid methyl ester), C(CCC)[Sn](C=1C=NC=CC1)(CCCC)CCCC (3-tributylstannanyl-pyridine), CCOC(=O)C (EtOAc), Cl (HCl). Reagents/catalysts: Cl[Pd]([P](C1=CC=CC=C1)(C2=CC=CC=C2)C3=CC=CC=C3)([P](C4=CC=CC=C4)(C5=CC=CC=C5)C6=CC=CC=C6)Cl (PdCl2(PPh3)2). Solvent: CN(C)C=O (DMF), [Cl-].[Na+].O (brine). Run at temperature 120 celsius. Yields the product COC(=O)C=1C(=C2C=C(C(N(C2=C(N1)C=1C=NC=CC1)C)=O)C1=CC=CC=C1)O (5-Hydroxy-1-methyl-2-oxo-3-phenyl-8-pyridin-3-yl-1,2-dihydro-[1,7]naphthyridine-6-carboxylic acid methyl ester). Isolated yield 48.8%. Reaction SMILES: [CH3:1][O:2][C:3]([C:5]1[C:6]([OH:24])=[C:7]2[C:12](=[C:13](Br)[N:14]=1)[N:11]([CH3:16])[C:10](=[O:17])[C:9]([C:18]1[CH:23]=[CH:22][CH:21]=[CH:20][CH:19]=1)=[CH:8]2)=[O:4].C([Sn](CCCC)(CCCC)[C:30]1[CH:31]=[N:32][CH:33]=[CH:34][CH:35]=1)CCC.CCOC(C)=O.Cl>CN(C=O)C.[Cl-].[Na+].O.Cl[Pd](Cl)([P](C1C=CC=CC=1)(C1C=CC=CC=1)C1C=CC=CC=1)[P](C1C=CC=CC=1)(C1C=CC=CC=1)C1C=CC=CC=1>[CH3:1][O:2][C:3]([C:5]1[C:6]([OH:24])=[C:7]2[C:12](=[C:13]([C:30]3[CH:31]=[N:32][CH:33]=[CH:34][CH:35]=3)[N:14]=1)[N:11]([CH3:16])[C:10](=[O:17])[C:9]([C:18]1[CH:23]=[CH:22][CH:21]=[CH:20][CH:19]=1)=[CH:8]2)=[O:4] |f:5.6.7,^1:61,80|. Procedure details: A mixture of 8-bromo-5-hydroxy-1-methyl-2-oxo-3-phenyl-1,2-dihydro-[1,7]naphthyridine-6-carboxylic acid methyl ester (69 mg, 0.18 mmol), 3-tributylstannanyl-pyridine (0.085 mL, 0.27 mmol) and PdCl2(PPh3)2 (25 mg, 0.035 mmol) in 3 mL of DMF was heated at 120° C. for 2 h under nitrogen atmosphere. After the mixture was cooled to r.t., EtOAc and brine were added. 1 M HCl was added with stirring until pH was about 3-4. The aqueous layer was extracted with additional EtOAc, and the combined organic l... Starting materials: ice water, C(C)OC=1C=C(C=CC1OCC)NC(OC(C)C)=O (Isopropyl N-(3,4-diethoxyphenyl)carbamate), C(C1=CC=CC=C1)(=O)Cl (benzoyl chloride), [H-].[Na+] (sodium hydride). Solvent: CN(C=O)C (dimethylformamide). Reaction conditions: temperature 60 celsius. The product is C(C1=CC=CC=C1)(=O)N(C(OC(C)C)=O)C1=CC(=C(C=C1)OCC)OCC (isopropyl N-benzoyl-N-(3,4-diethoxyphenyl)carbamate). Isolated yield 80.0%. RXN SMILES: [CH2:1]([O:3][C:4]1[CH:5]=[C:6]([NH:13][C:14](=[O:19])[O:15][CH:16]([CH3:18])[CH3:17])[CH:7]=[CH:8][C:9]=1[O:10][CH2:11][CH3:12])[CH3:2].[H-].[Na+].[C:22](Cl)(=[O:29])[C:23]1[CH:28]=[CH:27][CH:26]=[CH:25][CH:24]=1>CN(C)C=O>[C:22]([N:13]([C:6]1[CH:7]=[CH:8][C:9]([O:10][CH2:11][CH3:12])=[C:4]([O:3][CH2:1][CH3:2])[CH:5]=1)[C:14](=[O:19])[O:15][CH:16]([CH3:17])[CH3:18])(=[O:29])[C:23]1[CH:28]=[CH:27][CH:26]=[CH:25][CH:24]=1 |f:1.2|. Reported procedure: Isopropyl N-(3,4-diethoxyphenyl)carbamate (2.7 g) was dissolved in dimethylformamide (50 ml), and sodium hydride dispersion (50%, 0.5 g) was added thereto. The mixture was heated at 60° C. for 15 minutes, treated with benzoyl chloride (1.4 g) and heated for 30 minutes. The reaction mixture was poured into ice-water and extracted with ether. The extract was washed with sodium bicarbonate solution and saturated brine, dried over anhydrous magnesium sulfate and concentrated under reduced pressure. ... Reactants: C1(CCCCC1)N=C=O (Cyclohexylisocyanate), C1(CCCCC1)NC=1N(N=C2C=CC=CC12)C1=CC=CC=C1 (cyclohexyl-(2-phenyl-2H-indazol-3-yl)-amine), C1(CCCCC1)N=C=O (cyclohexylisocyanate). Solvent: C1(=CC=CC=C1)C (toluene). Conditions: time 6 hour. Product: C1(CCCCC1)N(C(=O)NC1CCCCC1)C=1N(N=C2C=CC=CC12)C1=CC=CC=C1 (1,3-Dicyclohexyl-1-(2-phenyl-2H-indazol-3-yl)-urea). Isolated yield 26.0%. As a reaction SMILES: [CH:1]1([N:7]=[C:8]=[O:9])[CH2:6][CH2:5][CH2:4][CH2:3][CH2:2]1.[CH:10]1([NH:16][C:17]2[N:18]([C:26]3[CH:31]=[CH:30][CH:29]=[CH:28][CH:27]=3)[N:19]=[C:20]3[C:25]=2[CH:24]=[CH:23][CH:22]=[CH:21]3)[CH2:15][CH2:14][CH2:13][CH2:12][CH2:11]1>C1(C)C=CC=CC=1>[CH:10]1([N:16]([C:17]2[N:18]([C:26]3[CH:27]=[CH:28][CH:29]=[CH:30][CH:31]=3)[N:19]=[C:20]3[C:25]=2[CH:24]=[CH:23][CH:22]=[CH:21]3)[C:8]([NH:7][CH:1]2[CH2:6][CH2:5][CH2:4][CH2:3][CH2:2]2)=[O:9])[CH2:15][CH2:14][CH2:13][CH2:12][CH2:11]1. Reported procedure: Cyclohexylisocyanate (13 ul, 0.1 mmol; [3173-53-3]) was added at ambient temperature to a solution of cyclohexyl-(2-phenyl-2H-indazol-3-yl)-amine (30 mg, 0.1 mmol) in toluene (0.4 ml) under an argon atmosphere. The solution was heated under reflux conditions for 12 h, cyclohexylisocyanate (7 μl, 60 μmol; [3173-53-3]) was added and heating was continued for further 6 h. The solvent was removed under reduced pressure to give a brown oil which was purified by preparative thin layer chromatography (... The reactants are C1(CCCC1)NC1=NC(=NC(=C1C)C)NCC1=NC=CC=C1 (N4-cyclopentyl-5,6-dimethyl-N2-(pyridin-2-ylmethyl)pyrimidine-2,4-diamine), NC1CC(CCC1)O (3-aminocyclohexanol). The product is CC=1C(=NC(=NC1C)NCC1=NC=CC=C1)NC1CC(CCC1)O (3-({5,6-dimethyl-2-[(pyridin-2-ylmethyl)amino]pyrimidin-4-yl}amino)cyclohexanol), hydrochloride salt. RXN SMILES: C1(N[C:7]2[C:12]([CH3:13])=[C:11]([CH3:14])[N:10]=[C:9]([NH:15][CH2:16][C:17]3[CH:22]=[CH:21][CH:20]=[CH:19][N:18]=3)[N:8]=2)CCCC1.[NH2:23][CH:24]1[CH2:29][CH2:28][CH2:27][CH:26]([OH:30])[CH2:25]1>>[CH3:13][C:12]1[C:7]([NH:23][CH:24]2[CH2:29][CH2:28][CH2:27][CH:26]([OH:30])[CH2:25]2)=[N:8][C:9]([NH:15][CH2:16][C:17]2[CH:22]=[CH:21][CH:20]=[CH:19][N:18]=2)=[N:10][C:11]=1[CH3:14]. Procedure details: The titled compound was synthesized according to the procedure described for preparation of N4-cyclopentyl-5,6-dimethyl-N2-(pyridin-2-ylmethyl)pyrimidine-2,4-diamine (Example 29) using 3-aminocyclohexanol instead of cyclopentanamine. The crude material was purified by crystallization from ethanol to afford to afford the titled compound as a hydrochloride salt as a white solid. 1H NMR (300 MHz, methanol-d4) δ ppm 1.35-1.65 (m, 11H), 2.33 (s, 3H), 3.90-4.15 (m, 2H), 4.80-4.95 (m, 2H), 7.68-7.75 (m... Reactants: Cl.C(C)(=O)OC(CN)(C)C (2-Amino-1,1-dimethylethyl acetate hydrochloride), C(C)(C)(C)OC(=O)N(C)[C@@H](C(=O)O)CC1=CC=CC=C1 ((2R)-2-(N-(tert-Butoxycarbonyl)-N-methylamino)-3-phenylpropionic acid), O.ON1N=NC2=C1C=CC=C2 (1-Hydroxybenzotriazole hydrate), Cl.CN(CCCN=C=NCC)C (N-(3-dimethylaminopropyl)-N'-ethylcarbodiimide hydrochloride), C(C)N(C(C)C)C(C)C (Ethyldiisopropylamine). Solvent: CN(C=O)C (N,N-dimethylformamide), C(C)(=O)OCC (ethyl acetate). Reaction conditions: time 10 minute. Yields the product C(C)(=O)OC(CNC([C@@H](CC1=CC=CC=C1)N(C)C(=O)OC(C)(C)C)=O)(C)C (2-((2R)-2-(N-(tert-butoxycarbonyl)-N-methylamino)-3-phenylpropionylamino)-1,1-dimethylethyl acetate). Isolated yield 80.4%. As a reaction SMILES: [C:1]([O:5][C:6]([N:8]([C@H:10]([CH2:14][C:15]1[CH:20]=[CH:19][CH:18]=[CH:17][CH:16]=1)[C:11]([OH:13])=O)[CH3:9])=[O:7])([CH3:4])([CH3:3])[CH3:2].O.ON1C2C=CC=CC=2N=N1.Cl.CN(C)CCCN=C=NCC.Cl.[C:45]([O:48][C:49]([CH3:53])([CH3:52])[CH2:50][NH2:51])(=[O:47])[CH3:46].C(N(C(C)C)C(C)C)C>CN(C)C=O.C(OCC)(=O)C>[C:45]([O:48][C:49]([CH3:53])([CH3:52])[CH2:50][NH:51][C:11](=[O:13])[C@H:10]([N:8]([C:6]([O:5][C:1]([CH3:2])([CH3:3])[CH3:4])=[O:7])[CH3:9])[CH2:14][C:15]1[CH:20]=[CH:19][CH:18]=[CH:17][CH:16]=1)(=[O:47])[CH3:46] |f:1.2,3.4,5.6|. Reported procedure: (2R)-2-(N-(tert-Butoxycarbonyl)-N-methylamino)-3-phenylpropionic acid (391 mg, 1.4 mmol) was dissolved in N,N-dimethylformamide (6 ml). 1-Hydroxybenzotriazole hydrate (189 mg, 1.4 mmol) and N-(3-dimethylaminopropyl)-N'-ethylcarbodiimide hydrochloride were added. The reaction mixture was stirred for 10 min at room temperature. 2-Amino-1,1-dimethylethyl acetate hydrochloride (237 mg, 1.4 mmol) was added as a solid. Ethyldiisopropylamine (0.53 ml, 3.1 mmol) was added. The reaction mixture was stirr... Yields the product CCN(CC)CCNC1=C(C(=NC(=N1)N(C)C)Cl)SC (2-dimethylamino-4-(2'-diethylamine)ethylamino-5-methylthio-6-chloropyrimidine). The reactants are CN(C1=NC(=C(C(=N1)Cl)SC)Cl)C (2-dimethylamino-4,6-dichloro-5-methylthio-pyrimidine), C1=CC=CC=C1 (benzene), 12.2, C(C)N(CCN)CC (N,N-diethylethylenediamine). As a reaction SMILES: [CH3:1][N:2]([CH3:13])[C:3]1[N:8]=[C:7]([Cl:9])[C:6]([S:10][CH3:11])=[C:5](Cl)[N:4]=1.C1C=CC=CC=1.[CH2:20]([N:22]([CH2:26][CH3:27])[CH2:23][CH2:24][NH2:25])[CH3:21]>C(N(CC)CC)C>[CH3:21][CH2:20][N:22]([CH2:23][CH2:24][NH:25][C:5]1[N:4]=[C:3]([N:2]([CH3:1])[CH3:13])[N:8]=[C:7]([Cl:9])[C:6]=1[S:10][CH3:11])[CH2:26][CH3:27]. Solvent: C(C)N(CC)CC (triethylamine). Reported procedure: 23.8 parts of 2-dimethylamino-4,6-dichloro-5-methylthio-pyrimidine are placed in 300 parts by volume of benzene and a solution of 12.2 parts of N,N-diethylethylenediamine and 16 parts of triethylamine is added. The mixture is heated under reflux for three hours. After filtering off the triethylamine hydrochloride, the mixture is concentrated, extracted with ether/water, and the organic phase is concentrated and recrystallised from ethyl alcohol. 2-dimethylamino-4-(2'-diethylamine)ethylamino-5-me... Reaction conditions: temperature 50 celsius. Procedure details: To a solution of 11 (22 mg, 0.068 mmol, 1.0 equiv) in THF (2 mL) was added 4-(Dimethylamino)pyridine (1 mg, 0.008 mmol, 0.1 equiv) and ethyl isocyanate (53 μL, 0.675 mmol, 10.0 equiv). After heating at 50° C. for 2 hrs, the solvent was removed in vacuo. The resulting yellow residue was purified by silica gel chromatography (5% MeOH:CH2Cl2) to afford urea 12a. MS (MH+) 398.4; Calculated 397.2 for C23H19N5O2. The reactants are C1(=CC=CC=C1)C1=C(C=2C(=NC=C3C2NN=C3N)O1)C1=CC=CC=C1 (7,8-diphenyl-1H-furo[2,3-b]pyrazolo[3,4-d]pyridin-3-amine), C(C)N=C=O (ethyl isocyanate). Yields the product C1(=CC=CC=C1)C1=C(C=2C(=NC=C3C2NN=C3NC(=O)NCC)O1)C1=CC=CC=C1 (N-(7,8-diphenyl-1H-furo[2,3-b]pyrazolo[3,4-d]pyridin-3-yl)-N′-ethylurea). Run in C1CCOC1 (THF). RXN SMILES: [C:1]1([C:7]2[O:19][C:10]3=[N:11][CH:12]=[C:13]4[C:17]([NH2:18])=[N:16][NH:15][C:14]4=[C:9]3[C:8]=2[C:20]2[CH:25]=[CH:24][CH:23]=[CH:22][CH:21]=2)[CH:6]=[CH:5][CH:4]=[CH:3][CH:2]=1.[CH2:26]([N:28]=[C:29]=[O:30])[CH3:27]>C1COCC1.CN(C)C1C=CN=CC=1>[C:1]1([C:7]2[O:19][C:10]3=[N:11][CH:12]=[C:13]4[C:17]([NH:18][C:29]([NH:28][CH2:26][CH3:27])=[O:30])=[N:16][NH:15][C:14]4=[C:9]3[C:8]=2[C:20]2[CH:21]=[CH:22][CH:23]=[CH:24][CH:25]=2)[CH:6]=[CH:5][CH:4]=[CH:3][CH:2]=1. Reagents/catalysts: CN(C1=CC=NC=C1)C (4-(Dimethylamino)pyridine). Starting materials: CC1=CC=C(C=C1)C1=CC=C(C=C1)C(=O)C1=C(C=C(C=C1)Cl)Cl (2,4-dichlorophenyl 4'-methyl-4-biphenylyl ketone), BrN1C(CCC1=O)=O (N-bromosuccinimide). Reagents/catalysts: C(N(C)C)#N (azaisobutyronitrile). The solvent is C(Cl)(Cl)(Cl)Cl (carbon tetrachloride). Product: BrCC1=CC=C(C=C1)C1=CC=C(C=C1)C(=O)C1=C(C=C(C=C1)Cl)Cl (2,4-dichlorophenyl 4'-bromomethyl-4-biphenylyl ketone). Isolated yield 89.3%. As a reaction SMILES: [CH3:1][C:2]1[CH:7]=[CH:6][C:5]([C:8]2[CH:13]=[CH:12][C:11]([C:14]([C:16]3[CH:21]=[CH:20][C:19]([Cl:22])=[CH:18][C:17]=3[Cl:23])=[O:15])=[CH:10][CH:9]=2)=[CH:4][CH:3]=1.[Br:24]N1C(=O)CCC1=O>C(Cl)(Cl)(Cl)Cl.C(#N)N(C)C>[Br:24][CH2:1][C:2]1[CH:3]=[CH:4][C:5]([C:8]2[CH:9]=[CH:10][C:11]([C:14]([C:16]3[CH:21]=[CH:20][C:19]([Cl:22])=[CH:18][C:17]=3[Cl:23])=[O:15])=[CH:12][CH:13]=2)=[CH:6][CH:7]=1. Procedure: A mixture of 5.0 g of 2,4-dichlorophenyl 4'-methyl-4-biphenylyl ketone, 2.7 g of N-bromosuccinimide and 20 mg of azaisobutyronitrile in 70 mL of carbon tetrachloride was heated to boiling under reflux for 4 hours. The precipitated material was filtered off and the filtrate was evaporated. The residue was recrystallized from toluene/cyclohexane. There were obtained 5.5 g (89%) of 2,4-dichlorophenyl 4'-bromomethyl-4-biphenylyl ketone as a colorless solid with a m.p. of 92° C. Reactants: CC(=O)[O-], Cc1sc(N=CN(C)C)c(C#N)c1Cl, CCO, Cl, [Na+]. Product: Cc1sc(N)c(C#N)c1Cl. As a reaction SMILES: [CH3:17][C:18](=[O:19])[O-:20].[CH3:1][N:2]([CH3:3])[CH:14]=[N:4][c:5]1[s:6][c:7]([CH3:13])[c:8]([Cl:12])[c:9]1[C:10]#[N:11].[CH3:21][CH2:22][OH:23].[ClH:15].[Na+:16]>>[NH2:4][c:5]1[s:6][c:7]([CH3:13])[c:8]([Cl:12])[c:9]1[C:10]#[N:11].